From a dataset of the Open Reaction Database (ORD), a public repository of structured organic reaction records. describe an organic reaction: reactants, conditions, products, and yield Starting materials: C(C)(C)(C)OC(=O)N[C@H]1C(N(C2=C(CC1)C=CC=C2)CC2=CC=C(C=C2)C2=C(C=CC=C2)CN)=O (3(R)-t-Butoxycarbonylamino-2,3,4,5-tetrahydro-1-[[2'-aminomethyl[1,1'-biphenyl]-4-yl]methyl]-1H-benzazepin-2-one), C(C)(=O)OCC (ethyl acetate), ClC(=O)OC (methyl chloroformate). Reagents/catalysts: C(C)N(CC)CC (triethylamine). Run in C(Cl)Cl (methylene chloride). Run at time 1 hour. Yields the product C(C)(C)(C)OC(=O)N[C@H]1C(N(C2=C(CC1)C=CC=C2)CC2=CC=C(C=C2)C2=C(C=CC=C2)CNC(=O)OC)=O (3(R)-t-Butoxycarbonylamino-2,3,4,5-tetrahydro-1-[[2'-[[(methoxycarbonyl)amino]methyl][1,1'-biphenyl]-4-yl]-methyl]-1H-benzazepin-2-one). Yield: 93.9%. RXN SMILES: [C:1]([O:5][C:6]([NH:8][C@@H:9]1[CH2:15][CH2:14][C:13]2[CH:16]=[CH:17][CH:18]=[CH:19][C:12]=2[N:11]([CH2:20][C:21]2[CH:26]=[CH:25][C:24]([C:27]3[CH:32]=[CH:31][CH:30]=[CH:29][C:28]=3[CH2:33][NH2:34])=[CH:23][CH:22]=2)[C:10]1=[O:35])=[O:7])([CH3:4])([CH3:3])[CH3:2].Cl[C:37]([O:39][CH3:40])=[O:38].C(OCC)(=O)C>C(Cl)Cl.C(N(CC)CC)C>[C:1]([O:5][C:6]([NH:8][C@@H:9]1[CH2:15][CH2:14][C:13]2[CH:16]=[CH:17][CH:18]=[CH:19][C:12]=2[N:11]([CH2:20][C:21]2[CH:22]=[CH:23][C:24]([C:27]3[CH:32]=[CH:31][CH:30]=[CH:29][C:28]=3[CH2:33][NH:34][C:37]([O:39][CH3:40])=[O:38])=[CH:25][CH:26]=2)[C:10]1=[O:35])=[O:7])([CH3:4])([CH3:2])[CH3:3]. Procedure details: A solution of 31 mg (0.066 mmol) of the intermediate obtained in Step C in 1 mL of methylene chloride at room temperature was treated with 1 drop of triethylamine followed by 5 μL (6 mg, 0.067 mmol, 1 eq.) of methyl chloroformate. The mixture was stirred at room temperature for 1 hour then diluted into 10 mL of ethyl acetate and washed with 5% aqueous citric acid and saturated aqueous sodium chloride. The organic layer was removed, dried over magnesium sulfate, filtered and solvents removed unde...